From a dataset of the Open Reaction Database (ORD), a public repository of structured organic reaction records. describe an organic reaction: reactants, conditions, products, and yield Starting materials: CN1CCNCC1 (N-methylpiperazine), [C@@H]12[C@H](CCCC1)C(=O)OC2=O ((−)-trans-1,2-cyclohexanedicarboxylic anhydride). Solvent: O1CCOCC1 (dioxane), O1CCOCC1 (dioxane). Conditions: time 1.25 hour. Product: CN1CCN(CC1)C(=O)[C@H]1[C@@H](CCCC1)C(=O)O ((1R, 2R)-2-[(4-methylpiperazin-1-yl)carbonyl]-1-cyclohexanecarboxylic acid). RXN SMILES: [CH3:1][N:2]1[CH2:7][CH2:6][NH:5][CH2:4][CH2:3]1.[C@@H:8]12[C:17](=[O:18])[O:16][C:14](=[O:15])[C@H:9]1[CH2:10][CH2:11][CH2:12][CH2:13]2>O1CCOCC1>[CH3:1][N:2]1[CH2:7][CH2:6][N:5]([C:17]([C@@H:8]2[CH2:13][CH2:12][CH2:11][CH2:10][C@H:9]2[C:14]([OH:16])=[O:15])=[O:18])[CH2:4][CH2:3]1. Reported procedure: 0.37 cm3 of N-methylpiperazine in solution in 5 cm3 of dioxane is added, under an argon atmosphere, to 0.50 g of (−)-trans-1,2-cyclohexanedicarboxylic anhydride in solution at −15° C. in 20 cm3 of dioxane. After 1.25 hours at 20° C., the reaction mixture is filtered, the solid is washed with 20 cm3 of diethyl ether, drained, and then dried under reduced pressure (2,7 kPa) at 20° C., to give 0.65 g of (1R, 2R)-2-[(4-methylpiperazin-1-yl)carbonyl]-1-cyclohexanecarboxylic acid in the form of a whit... Procedure: A mixture of 4-chloro-6-[2-(3-fluoro-pyridin-2-yl)-imidazol-1-ylmethyl]-5-propyl-pyrimidine (268 mg, 0.81 mmol), 4-tributylstannanyl-pyridine (1.21 mmol), Pd(PPh3)4 (0.08 mmol, 93 mg) in toluene (10 mL) is degassed. The mixture is then heated at 100° C. overnight. Saturated KF aqueous solution (8 mL) is added and the mixture is stirred for 15 minutes. The layers are separated and the aqueous layer is extracted with EtOAc (10 mL). The combined extracts are washed with brine (15 mL), dried (Na2SO4... Yields the product FC=1C(=NC=CC1)C=1N(C=CN1)CC1=NC=NC(=C1CCC)C1=CC=NC=C1 (4-[2-(3-Fluoro-pyridin-2-yl)-imidazol-1-ylmethyl]-5-propyl-6-pyridin-4-yl-pyrimidine). Reagents/catalysts: C=1C=CC(=CC1)[P](C=2C=CC=CC2)(C=3C=CC=CC3)[Pd]([P](C=4C=CC=CC4)(C=5C=CC=CC5)C=6C=CC=CC6)([P](C=7C=CC=CC7)(C=8C=CC=CC8)C=9C=CC=CC9)[P](C=1C=CC=CC1)(C=1C=CC=CC1)C=1C=CC=CC1 (Pd(PPh3)4). Reaction conditions: temperature 100 celsius, time 15 minute. RXN SMILES: Cl[C:2]1[C:7]([CH2:8][CH2:9][CH3:10])=[C:6]([CH2:11][N:12]2[CH:16]=[CH:15][N:14]=[C:13]2[C:17]2[C:22]([F:23])=[CH:21][CH:20]=[CH:19][N:18]=2)[N:5]=[CH:4][N:3]=1.C([Sn](CCCC)(CCCC)[C:29]1[CH:34]=[CH:33][N:32]=[CH:31][CH:30]=1)CCC>C1(C)C=CC=CC=1.C1C=CC([P]([Pd]([P](C2C=CC=CC=2)(C2C=CC=CC=2)C2C=CC=CC=2)([P](C2C=CC=CC=2)(C2C=CC=CC=2)C2C=CC=CC=2)[P](C2C=CC=CC=2)(C2C=CC=CC=2)C2C=CC=CC=2)(C2C=CC=CC=2)C2C=CC=CC=2)=CC=1>[F:23][C:22]1[C:17]([C:13]2[N:12]([CH2:11][C:6]3[C:7]([CH2:8][CH2:9][CH3:10])=[C:2]([C:29]4[CH:34]=[CH:33][N:32]=[CH:31][CH:30]=4)[N:3]=[CH:4][N:5]=3)[CH:16]=[CH:15][N:14]=2)=[N:18][CH:19]=[CH:20][CH:21]=1 |^1:53,55,74,93|. The solvent is C1(=CC=CC=C1)C (toluene). Starting materials: ClC1=NC=NC(=C1CCC)CN1C(=NC=C1)C1=NC=CC=C1F (4-chloro-6-[2-(3-fluoro-pyridin-2-yl)-imidazol-1-ylmethyl]-5-propyl-pyrimidine), C(CCC)[Sn](C1=CC=NC=C1)(CCCC)CCCC (4-tributylstannanyl-pyridine). The reactants are C(=O)(OC(C)(C)C)N1CC(CCC1)CNC1=CC=CC=C1 (N-(1-Boc-piperidin-3-ylmethyl)aniline), C(C)N=C=O (ethyl isocyanate), aminopropyl NH2. The solvent is C(Cl)Cl (CH2Cl2). Reaction conditions: time 8 hour. Product: C(=O)(OC(C)(C)C)N1CC(CCC1)CN(C(=O)NCC)C1=CC=CC=C1 (N-(1-Boc-piperidin-3-yl-methyl)-N-phenyl-N′-ethylurea). The yield is 95.0%. RXN SMILES: [C:1]([N:8]1[CH2:13][CH2:12][CH2:11][CH:10]([CH2:14][NH:15][C:16]2[CH:21]=[CH:20][CH:19]=[CH:18][CH:17]=2)[CH2:9]1)([O:3][C:4]([CH3:7])([CH3:6])[CH3:5])=[O:2].[CH2:22]([N:24]=[C:25]=[O:26])[CH3:23]>C(Cl)Cl>[C:1]([N:8]1[CH2:13][CH2:12][CH2:11][CH:10]([CH2:14][N:15]([C:16]2[CH:21]=[CH:20][CH:19]=[CH:18][CH:17]=2)[C:25]([NH:24][CH2:22][CH3:23])=[O:26])[CH2:9]1)([O:3][C:4]([CH3:6])([CH3:7])[CH3:5])=[O:2]. Procedure: To a solution of N-(1-Boc-piperidin-3-ylmethyl)aniline 1 (102 mg, 0.35 mmol) in 1 mL of dry CH2Cl2 was added ethyl isocyanate (95%, 35 μL, 1.2 eq.) at room temperature. After being shaken at room temperature for overnight, the reaction mixture was passed through an aminopropyl NH2 cartridge and washed with CH2Cl2. Removal of the CH2Cl2 afforded N-(1-Boc-piperidin-3-yl-methyl)-N-phenyl-N′-ethylurea (2) (120 mg, 95%). LRMS 285 (M−100)+ 261. Reactants: C(C1=CC=CC=C1)N(CC1=CC=CC=C1)C(P(OCC)(=O)OCC)P(OCC)(=O)OCC (tetraethyl N,N-dibenzyl-aminomethane-1,1-bisphosphonate). The reagents and catalysts are [Pd] (Pd/C). The solvent is C(C)O (ethanol). Product: NC(P(OCC)(=O)OCC)P(OCC)(=O)OCC (tetraethyl 1-aminomethane-1,1-bisphosphonate). Reaction SMILES: C([N:8]([CH:16]([P:25]([O:30][CH2:31][CH3:32])(=[O:29])[O:26][CH2:27][CH3:28])[P:17]([O:22][CH2:23][CH3:24])(=[O:21])[O:18][CH2:19][CH3:20])CC1C=CC=CC=1)C1C=CC=CC=1>C(O)C.[Pd]>[NH2:8][CH:16]([P:17]([O:22][CH2:23][CH3:24])(=[O:21])[O:18][CH2:19][CH3:20])[P:25]([O:26][CH2:27][CH3:28])(=[O:29])[O:30][CH2:31][CH3:32]. Procedure details: 17.1 g (35.4 mmol) of tetraethyl N,N-dibenzyl-aminomethane-1,1-bisphosphonate are dissolved in 170 ml of ethanol and 3.4 g of 5% strength Pd/C are added. Hydrogenation is carried out at normal pressure. After absorption of 100 ml of hydrogen, a further 3.4 g of 5% strength Pd/C are added and the hydrogenation is completed at normal pressure and room temperature (reaction time about 16 hours). The catalyst is then filtered off with suction. After removal of the solvent, 10.9 g of crude product ar...